Dataset: the Open Reaction Database (ORD), a public repository of structured organic reaction records. Task: describe an organic reaction: reactants, conditions, products, and yield Starting materials: Cc1nc(Cl)cc(Cl)n1, CCN(C(C)C)C(C)C, Nc1ccccc1, C1COCCO1. Yields the product Cc1nc(Cl)cc(Nc2ccccc2)n1. Reaction SMILES: [CH3:1][c:2]1[n:3][c:4]([Cl:9])[cH:5][c:6]([Cl:8])[n:7]1.[CH:10]([N:11]([CH2:12][CH3:13])[CH:14]([CH3:15])[CH3:16])([CH3:17])[CH3:18].[NH2:19][c:20]1[cH:21][cH:22][cH:23][cH:24][cH:25]1.[O:26]1[CH2:27][CH2:28][O:29][CH2:30][CH2:31]1>>[CH3:1][c:2]1[n:3][c:4]([Cl:9])[cH:5][c:6]([NH:19][c:20]2[cH:21][cH:22][cH:23][cH:24][cH:25]2)[n:7]1.